Dataset: the Open Reaction Database (ORD), a public repository of structured organic reaction records. Task: describe an organic reaction: reactants, conditions, products, and yield Starting materials: N=COCc1ccccc1, [Cl-], Cl, Cl, [Na+], [OH-], O, CC(O)C1C(=O)N2C(C(=O)O)=C(SC3CNC(C[n+]4ccn(C)c4)C3)C(C)C12. The product is [Cl-], CC(O)C1C(=O)N2C(C(=O)O)=C(SC3CC(C[n+]4ccn(C)c4)N(C=N)C3)C(C)C12. As a reaction SMILES: [CH:31]([O:32][CH2:33][c:34]1[cH:35][cH:36][cH:37][cH:38][cH:39]1)=[NH:40].[Cl-:1].[ClH:30].[ClH:43].[Na+:42].[OH-:41].[OH2:44].[OH:2][CH:3]([CH3:4])[CH:5]1[CH:6]2[CH:7]([CH3:29])[C:8]([S:16][CH:17]3[CH2:18][CH:19]([CH2:22][n+:23]4[cH:24][n:25]([CH3:28])[cH:26][cH:27]4)[NH:20][CH2:21]3)=[C:9]([C:13](=[O:14])[OH:15])[N:10]2[C:11]1=[O:12]>>[Cl-:1].[OH:2][CH:3]([CH3:4])[CH:5]1[CH:6]2[CH:7]([CH3:29])[C:8]([S:16][CH:17]3[CH2:18][CH:19]([CH2:22][n+:23]4[cH:24][n:25]([CH3:28])[cH:26][cH:27]4)[N:20]([CH:31]=[NH:40])[CH2:21]3)=[C:9]([C:13](=[O:14])[OH:15])[N:10]2[C:11]1=[O:12]. The reactants are CN(C)S(=O)(=O)c1ccc(Cc2ccc([N+](=O)[O-])cc2)cc1, CCOC(C)=O. Product: CN(C)S(=O)(=O)c1ccc(Cc2ccc(N)cc2)cc1. RXN SMILES: [CH3:1][N:2]([S:3](=[O:4])(=[O:5])[c:6]1[cH:7][cH:8][c:9]([CH2:10][c:11]2[cH:12][cH:13][c:14]([N+:17]([O-:18])=[O:19])[cH:15][cH:16]2)[cH:20][cH:21]1)[CH3:22].[CH3:23][CH2:24][O:25][C:26](=[O:27])[CH3:28]>>[CH3:1][N:2]([S:3](=[O:4])(=[O:5])[c:6]1[cH:7][cH:8][c:9]([CH2:10][c:11]2[cH:12][cH:13][c:14]([NH2:17])[cH:15][cH:16]2)[cH:20][cH:21]1)[CH3:22]. The reactants are O=C1C=C(NC=C1OCC1=CC=CC=C1)C=O (1,4-dihydro-4-oxo-5-(phenylmethoxy)-2-pyridine carboxaldehyde), BrBr (Br2). The solvent is CC(=O)O (AcOH). Yields the product BrC1=C(NC=C(C1=O)OCC1=CC=CC=C1)C=O (3-Bromo-1,4-dihydro-4-oxo-5-(phenylmethoxy)-2-pyridinecarboxaldehyde). Isolated yield 74.1%. As a reaction SMILES: [O:1]=[C:2]1[C:7]([O:8][CH2:9][C:10]2[CH:15]=[CH:14][CH:13]=[CH:12][CH:11]=2)=[CH:6][NH:5][C:4]([CH:16]=[O:17])=[CH:3]1.[Br:18]Br>CC(O)=O>[Br:18][C:3]1[C:2](=[O:1])[C:7]([O:8][CH2:9][C:10]2[CH:11]=[CH:12][CH:13]=[CH:14][CH:15]=2)=[CH:6][NH:5][C:4]=1[CH:16]=[O:17]. Procedure details: 2.62 g of 1,4-dihydro-4-oxo-5-(phenylmethoxy)-2-pyridine carboxaldehyde and 0.83 g NaAc were dissolved in 50 ml AcOH and 2 g Br2 were dropped in while stirring at room temperature. After 2 hours the solvent was distilled off and the residue stirred with 50 ml ice water. A precipitate of crude title compound was obtained. Isolation by filtration, washing with water and recrystallization from diozane yielded 2.61 g title compound. Starting materials: OC1C2=C(OCC3=C1C=CC=C3)C=CC(=C2)C(=O)OC (Methyl 11-hydroxy-6,11-dihydrodibenz[b,e]oxepin-2-carboxylate), C(Cl)Cl (methylene chloride), S(=O)(Cl)Cl (thionyl chloride). Run at time 2 hour. The product is COC1C2=C(OCC3=C1C=CC=C3)C=CC(=C2)C(=O)OC (methyl 11-methoxy-6,11-dihydrodibenz[b,e]oxepin-2-carboxylate). As a reaction SMILES: [OH:1][CH:2]1[C:8]2[CH:9]=[CH:10][CH:11]=[CH:12][C:7]=2[CH2:6][O:5][C:4]2[CH:13]=[CH:14][C:15]([C:17]([O:19][CH3:20])=[O:18])=[CH:16][C:3]1=2.S(Cl)(Cl)=O.[CH2:25](Cl)Cl>>[CH3:25][O:1][CH:2]1[C:8]2[CH:9]=[CH:10][CH:11]=[CH:12][C:7]=2[CH2:6][O:5][C:4]2[CH:13]=[CH:14][C:15]([C:17]([O:19][CH3:20])=[O:18])=[CH:16][C:3]1=2. Procedure: In 300 ml of methylene chloride was dissolved 30.0 g of Compound b obtained in Reference Example 2. Under ice cooling, 10 ml of thionyl chloride was dropwise added to the solution. After stirring for further 2 hours under ice cooling, the reaction mixture was concentrated under reduced pressure. To the resulting residue, 500 ml of methanol and 20 ml of triethylamine were added and the mixture was stirred at room temperature for an hour. The solvent was distilled off under reduced pressure and th... Run at time 90 minute. Procedure: EDC (384 mg), HOBT (271 mg) and IPEA (0.582 mL) were sequentially added to a solution of (E)-5-chloro-2-(3-methoxy-4-(4-methyl-1H-imidazol-1-yl)benzylidene)valeric acid trifluoroacetate (300 mg) and 1-(1H-indol-3-yl)ethylamine (130 mg) in DMF (5 mL), and the reaction solution was stirred at room temperature for 12 hours. After confirming that the raw materials disappeared, ethyl acetate and water were added to the reaction solution and the organic layer was partitioned. The resulting organic lay... Yields the product N1C=C(C2=CC=CC=C12)C(C)N1C(/C(/CCC1)=C/C1=CC(=C(C=C1)N1C=NC(=C1)C)OC)=O ((E)-1-[1-(1H-indol-3-yl)ethyl]-3-(3-methoxy-4-(4-methyl-1H-imidazol-1-yl)benzylidene)piperidin-2-one). Run in C1CCOC1 (THF). RXN SMILES: [H-].[Na+].[NH:3]1[C:11]2[C:6](=[CH:7][CH:8]=[CH:9][CH:10]=2)[C:5]([CH:12]([NH:14][C:15](=[O:36])/[C:16](=[CH:21]/[C:22]2[CH:27]=[CH:26][C:25]([N:28]3[CH:32]=[C:31]([CH3:33])[N:30]=[CH:29]3)=[C:24]([O:34][CH3:35])[CH:23]=2)/[CH2:17][CH2:18][CH2:19]Cl)[CH3:13])=[CH:4]1.O.C(OCC)(=O)C>C1COCC1>[NH:3]1[C:11]2[C:6](=[CH:7][CH:8]=[CH:9][CH:10]=2)[C:5]([CH:12]([N:14]2[CH2:19][CH2:18][CH2:17]/[C:16](=[CH:21]\[C:22]3[CH:27]=[CH:26][C:25]([N:28]4[CH:32]=[C:31]([CH3:33])[N:30]=[CH:29]4)=[C:24]([O:34][CH3:35])[CH:23]=3)/[C:15]2=[O:36])[CH3:13])=[CH:4]1 |f:0.1|. Reactants: [H-].[Na+] (Sodium hydride), N1C=C(C2=CC=CC=C12)C(C)NC(/C(/CCCCl)=C/C1=CC(=C(C=C1)N1C=NC(=C1)C)OC)=O ((E)-5-chloro-2-(3-methoxy-4-(4-methyl-1H-imidazol-1-yl)benzylidene)valeric acid (1-(1H-indol-3-yl)ethyl)amide), O (water), C(C)(=O)OCC (ethyl acetate). The reactants are palladaphosphaindanes, halide, BrC1=CC=C(C=O)C=C1 (4-bromobenzaldehyde), BrC1=CC=CC=C1 (bromobenzene), ClCC(=O)C1=CC=CC=C1 (chloroacetophenone), BrC1=C(C=CC=C1)C (bromotoluene), palladacycles, CC(=O)C1=CC=C(C=C1)Cl (4-chloroacetophenone), C(C=C)(=O)OCC(CCCC)CC (2-ethylhexyl acrylate), C(C)(=O)[O-].[Na+] (sodium acetate), [Li] (lithium), [Br-] (bromide), CC(=O)C1=CC=C(C=C1)Br (4-bromoacetophenone), [Br-].[Li+] (lithium bromide), olefins, IC1=CC=C(C=C1)Br (4-iodobromobenzene). The reagents and catalysts are P1[Pd]CC2=CC=CC=C12 (palladaphosphaindane), [Pd] (palladium), [Pd] (palladium), di-μ-acetato-bis(o-(di-o-tolylphosphino)benzyl)dipalladium(II), P1[Pd]CC2=CC=CC=C12 (palladaphosphaindane). Run in CC(=O)N(C)C (dimethylacetamide). The product is C(C)(=O)C1=CC=C(/C=C/C(=O)OCC(CCCC)CC)C=C1 (2-ethylhexyl trans-4-acetylcinnamate). The yield is 82.0%. As a reaction SMILES: [CH3:1][C:2]([C:4]1[CH:9]=[CH:8][C:7](Br)=[CH:6][CH:5]=1)=[O:3].Br[C:12]1[CH:19]=[CH:18][C:15]([CH:16]=[O:17])=[CH:14][CH:13]=1.I[C:21]1C=CC(Br)=CC=1.BrC1C=CC=CC=1C.BrC1C=CC=CC=1.ClC[C:45]([C:47]1C=CC=C[CH:48]=1)=[O:46].[Br-].[Li+].CC(C1C=CC(Cl)=CC=1)=O.C(OCC(CC)CCCC)(=O)C=C.C([O-])(=O)C.[Na+].[Li].[Br-]>[Pd].CC(N(C)C)=O.P1C2C(=CC=CC=2)C[Pd]1>[C:2]([C:4]1[CH:9]=[CH:8][C:7](/[CH:48]=[CH:47]/[C:45]([O:17][CH2:16][CH:15]([CH2:14][CH3:13])[CH2:18][CH2:19][CH2:12][CH3:21])=[O:46])=[CH:6][CH:5]=1)(=[O:3])[CH3:1] |f:6.7,10.11,^1:82|. Reported procedure: DE-4421730 discloses the hitherto best process using palladaphosphaindanes, known as palladacycles, for the Heck reaction. It comprises the reaction of bromoaromatics and chloroaromatics with olefins. Activated bromoaromatics, for example 4-bromoacetophenone, 4-bromobenzaldehyde or 4-iodobromobenzene, are reacted in yields of up to 100% using amounts of from 0.002 to 0.01 mol % of palladium catalyst in the form of palladaphosphaindane. Less active bromoaromatics, for example bromotoluene or brom...